Task: describe an organic reaction: reactants, conditions, products, and yield. Dataset: the Open Reaction Database (ORD), a public repository of structured organic reaction records The reactants are CN(C(OC(C)(C)C)=O)CC1=CN(C(=C1)C=1C=NC=CC1C)S(=O)(=O)C=1C=NC=CC1 (tert-Butyl methyl{[5-(4-methylpyridin-3-yl)-1-(pyridin-3-ylsulfonyl)-1H-pyrrol-3-yl]methyl}carbamate), CO (methanol), C(C)(=O)OCC.Cl (hydrogen chloride-ethyl acetate). Reaction conditions: temperature 70 celsius, time 20 minute. Product: C(\C=C\C(=O)O)(=O)O.CNCC1=CN(C(=C1)C=1C=NC=CC1C)S(=O)(=O)C=1C=NC=CC1 (N-methyl-1-[5-(4-methylpyridin-3-yl)-1-(pyridin-3-ylsulfonyl)-1H-pyrrol-3-yl]methanamine fumarate). As a reaction SMILES: [CH3:1][N:2]([CH2:10][C:11]1[CH:15]=[C:14]([C:16]2[CH:17]=[N:18][CH:19]=[CH:20][C:21]=2[CH3:22])[N:13]([S:23]([C:26]2[CH:27]=[N:28][CH:29]=[CH:30][CH:31]=2)(=[O:25])=[O:24])[CH:12]=1)C(=O)[O:4][C:5]([CH3:8])(C)C.[C:32]([O:35]CC)(=[O:34])[CH3:33].Cl.C[OH:40]>>[C:5]([OH:4])(=[O:40])/[CH:8]=[CH:33]/[C:32]([OH:35])=[O:34].[CH3:1][NH:2][CH2:10][C:11]1[CH:15]=[C:14]([C:16]2[CH:17]=[N:18][CH:19]=[CH:20][C:21]=2[CH3:22])[N:13]([S:23]([C:26]2[CH:27]=[N:28][CH:29]=[CH:30][CH:31]=2)(=[O:24])=[O:25])[CH:12]=1 |f:1.2,4.5|. Procedure details: tert-Butyl methyl{[5-(4-methylpyridin-3-yl)-1-(pyridin-3-ylsulfonyl)-1H-pyrrol-3-yl]methyl}carbamate (230 mg) was dissolved in methanol (20 mL), a 4 mol/L hydrogen chloride-ethyl acetate solution (2 mL) was added and the mixture was stirred at 70° C. for 20 min. The reaction mixture was concentrated under reduced pressure, a saturated aqueous sodium hydrogencarbonate solution was added, and the mixture was extracted with ethyl acetate. The obtained organic layer was washed with saturated brine, ...